This data is from the Open Reaction Database (ORD), a public repository of structured organic reaction records. The task is: describe an organic reaction: reactants, conditions, products, and yield The reactants are FC1=CC=C(CC2=C(N=C(S2)N)C2=CC=C(C=C2)OC)C=C1 (5-(4-fluoro-benzyl)-4-(4-methoxy-phenyl)-thiazol-2-ylamine), COC=1C=C(C(=O)Cl)C=CC1OC (3,4-dimethoxy-benzoyl chloride). Product: FC1=CC=C(CC2=C(N=C(S2)NC(C2=CC(=C(C=C2)OC)OC)=O)C2=CC=C(C=C2)OC)C=C1 (N-[5-(4-fluoro-benzyl)-4-(4-methoxy-phenyl)-thiazol-2-yl]-3,4-dimethoxy-benzamide). Isolated yield 69.1%. As a reaction SMILES: [F:1][C:2]1[CH:22]=[CH:21][C:5]([CH2:6][C:7]2[S:11][C:10]([NH2:12])=[N:9][C:8]=2[C:13]2[CH:18]=[CH:17][C:16]([O:19][CH3:20])=[CH:15][CH:14]=2)=[CH:4][CH:3]=1.[CH3:23][O:24][C:25]1[CH:26]=[C:27]([CH:31]=[CH:32][C:33]=1[O:34][CH3:35])[C:28](Cl)=[O:29]>>[F:1][C:2]1[CH:22]=[CH:21][C:5]([CH2:6][C:7]2[S:11][C:10]([NH:12][C:28](=[O:29])[C:27]3[CH:31]=[CH:32][C:33]([O:34][CH3:35])=[C:25]([O:24][CH3:23])[CH:26]=3)=[N:9][C:8]=2[C:13]2[CH:18]=[CH:17][C:16]([O:19][CH3:20])=[CH:15][CH:14]=2)=[CH:4][CH:3]=1. Procedure: A procedure similar to that in Example 4 was used. 5-(4-fluoro-benzyl)-4-(4-methoxy-phenyl)-thiazol-2-ylamine prepared in Example 21 and 3,4-dimethoxy-benzoyl chloride prepared in the step 1 of Example 12 were used as starting materials, allowed to react at room temperature overnight, followed by post-treatment to obtain a crude product, which was purified by a silica gel column chromatography eluted with a gradient of dichloromethane and ethyl acetate (100:0-10:1) to obtain a product as a white... The reactants are B, CSC, N#CCCc1ccccc1F, C1CCOC1. Product: NCCCc1ccccc1F. RXN SMILES: [BH3:15].[CH3:12][S:13][CH3:14].[F:1][c:2]1[c:3]([CH2:8][CH2:9][C:10]#[N:11])[cH:4][cH:5][cH:6][cH:7]1.[O:16]1[CH2:17][CH2:18][CH2:19][CH2:20]1>>[F:1][c:2]1[c:3]([CH2:8][CH2:9][CH2:10][NH2:11])[cH:4][cH:5][cH:6][cH:7]1. The reactants are COc1ccc(CCC(C)O)cc1, COc1ccc(CCC(C)=O)cc1, CC(=O)COc1ccccc1, CC(O)CCc1ccccc1. Product: CC(O)COc1ccccc1. RXN SMILES: [CH3:1][O:2][c:3]1[cH:4][cH:5][c:6]([CH2:7][CH2:8][CH:9]([OH:10])[CH3:11])[cH:12][cH:13]1.[CH3:36][O:37][c:38]1[cH:39][cH:40][c:41]([CH2:42][CH2:43][C:44](=[O:45])[CH3:46])[cH:47][cH:48]1.[O:25]([c:26]1[cH:27][cH:28][cH:29][cH:30][cH:31]1)[CH2:32][C:33]([CH3:34])=[O:35].[c:14]1([CH2:15][CH2:16][CH:17]([OH:18])[CH3:19])[cH:20][cH:21][cH:22][cH:23][cH:24]1>>[O:25]([c:26]1[cH:27][cH:28][cH:29][cH:30][cH:31]1)[CH2:32][CH:33]([CH3:34])[OH:35]. Starting materials: C(C(C)(C)C)(=O)OC[C@@H](OC(C)(C)C)C1=C(C2=C(N=C(S2)Br)C=C1C)C1=CC=C(C=C1)Cl ((S)-2-(2-bromo-7-(4-chlorophenyl)-5-methylbenzo[d]thiazol-6-yl)-2-tert-butoxyethyl pivalate), ClC1=NC=CC(=C1)B(O)O (2-chloro-4-pyridinylboronic acid), C([O-])([O-])=O.[K+].[K+] (potassium carbonate). The reagents and catalysts are C=1C=CC(=CC1)[P](C=2C=CC=CC2)(C=3C=CC=CC3)[Pd]([P](C=4C=CC=CC4)(C=5C=CC=CC5)C=6C=CC=CC6)([P](C=7C=CC=CC7)(C=8C=CC=CC8)C=9C=CC=CC9)[P](C=1C=CC=CC1)(C=1C=CC=CC1)C=1C=CC=CC1 (Pd(PPh3)4). Conditions: temperature 90 celsius. The product is C(C(C)(C)C)(=O)OC[C@H](C1=C(C2=C(N=C(S2)C2=CC(=NC=C2)Cl)C=C1C)C1=CC=C(C=C1)Cl)OC(C)(C)C ((S)-2-tert-butoxy-2-(7-(4-chlorophenyl)-2-(2-chloropyridin-4-yl)-5-methylbenzo[d]thiazol-6-yl)ethyl pivalate). As a reaction SMILES: [C:1]([O:7][CH2:8][C@H:9]([C:15]1[C:24]([CH3:25])=[CH:23][C:18]2[N:19]=[C:20](Br)[S:21][C:17]=2[C:16]=1[C:26]1[CH:31]=[CH:30][C:29]([Cl:32])=[CH:28][CH:27]=1)[O:10][C:11]([CH3:14])([CH3:13])[CH3:12])(=[O:6])[C:2]([CH3:5])([CH3:4])[CH3:3].[Cl:33][C:34]1[CH:39]=[C:38](B(O)O)[CH:37]=[CH:36][N:35]=1.C(=O)([O-])[O-].[K+].[K+]>C1C=CC([P]([Pd]([P](C2C=CC=CC=2)(C2C=CC=CC=2)C2C=CC=CC=2)([P](C2C=CC=CC=2)(C2C=CC=CC=2)C2C=CC=CC=2)[P](C2C=CC=CC=2)(C2C=CC=CC=2)C2C=CC=CC=2)(C2C=CC=CC=2)C2C=CC=CC=2)=CC=1>[C:1]([O:7][CH2:8][C@@H:9]([O:10][C:11]([CH3:14])([CH3:13])[CH3:12])[C:15]1[C:24]([CH3:25])=[CH:23][C:18]2[N:19]=[C:20]([C:38]3[CH:37]=[CH:36][N:35]=[C:34]([Cl:33])[CH:39]=3)[S:21][C:17]=2[C:16]=1[C:26]1[CH:31]=[CH:30][C:29]([Cl:32])=[CH:28][CH:27]=1)(=[O:6])[C:2]([CH3:5])([CH3:4])[CH3:3] |f:2.3.4,^1:52,54,73,92|. Procedure details: (S)-2-(2-bromo-7-(4-chlorophenyl)-5-methylbenzo[d]thiazol-6-yl)-2-tert-butoxyethyl pivalate (400.0 mg, 0.742 mmol), 2-chloro-4-pyridinylboronic acid (140.2 mg, 0.891 mmol), potassium carbonate (307.7 mg, 2.227 mmol), and Pd(PPh3)4 (128.7 mg, 0.111 mmol) were placed in a microwave vial and the vial was vacuum pumped and flushed with argon three times. To this mixture was added degassed 1,4-dioxane (3.5 mL) and water (0.7 mL). The reaction mixture was heated at 90° C. for 4.5 h then cooled to rt. ... Reactants: C(=O)([O-])[O-].[K+].[K+] (K2CO3), ClC1=C(CCNC(C2=CC=C(C=C2)O)=O)C=CC(=C1)Cl (N-(2,4-dichlorophenethyl)-4-hydroxybenzamide), C(#N)C=1C=C2C(CCOC2=CC1F)C(=O)O (6-cyano-7-fluorochroman-4-carboxylic acid). The solvent is CN1C(CCC1)=O (N-methylpyrrolidone). Reaction conditions: temperature 140 celsius, time 5 hour. Yields the product ClC1=C(CCNC(=O)C2=CC=C(OC3=C(C=C4C(CCOC4=C3)C(=O)O)C#N)C=C2)C=CC(=C1)Cl (7-(4-((2,4-dichlorophenethyl)carbamoyl)phenoxy)-6-cyanochroman-4-carboxylic acid). Isolated yield 5.2%. As a reaction SMILES: [C:1]([C:3]1[CH:4]=[C:5]2[C:10](=[CH:11][C:12]=1F)[O:9][CH2:8][CH2:7][CH:6]2[C:14]([OH:16])=[O:15])#[N:2].C([O-])([O-])=O.[K+].[K+].[Cl:23][C:24]1[CH:41]=[C:40]([Cl:42])[CH:39]=[CH:38][C:25]=1[CH2:26][CH2:27][NH:28][C:29](=[O:37])[C:30]1[CH:35]=[CH:34][C:33]([OH:36])=[CH:32][CH:31]=1>CN1CCCC1=O>[Cl:23][C:24]1[CH:41]=[C:40]([Cl:42])[CH:39]=[CH:38][C:25]=1[CH2:26][CH2:27][NH:28][C:29]([C:30]1[CH:35]=[CH:34][C:33]([O:36][C:12]2[CH:11]=[C:10]3[C:5]([CH:6]([C:14]([OH:16])=[O:15])[CH2:7][CH2:8][O:9]3)=[CH:4][C:3]=2[C:1]#[N:2])=[CH:32][CH:31]=1)=[O:37] |f:1.2.3|. Procedure: 6-cyano-7-fluorochroman-4-carboxylic acid (40 mg, 0.18 mmol) was diluted with N-methylpyrrolidone (2 mL) followed by the addition of K2CO3 (100 mg, 0.72 mmol) and N-(2,4-dichlorophenethyl)-4-hydroxybenzamide (56 mg, 0.18 mmol). The reaction was bubbled with argon for 10 minutes and then heated at 140° C. After stirring for 5 hours, the reaction was loaded directly onto a Biotage 25 cartridge eluting with 0.5% acetic acid/0.5% methanol/CH2Cl2 to 0.5% acetic acid/10% methanol/CH2Cl2 to yield the t...